Dataset: the Open Reaction Database (ORD), a public repository of structured organic reaction records. Task: describe an organic reaction: reactants, conditions, products, and yield Reactants: O=C1c2ccccc2C(=O)N1CCBr, Cc1nn(C)c(C)c1NCCN1C(=O)c2ccccc2C1=O, O=C([O-])[O-], CC#N, [K+], [K+], Cc1nn(C)c(C)c1N. Yields the product Cc1nn(C)c(C)c1NCCN. RXN SMILES: [Br:32][CH2:33][CH2:34][N:35]1[C:36](=[O:37])[c:38]2[cH:39][cH:40][cH:41][cH:42][c:43]2[C:44]1=[O:45].[C:1]1(=[O:2])[N:5]([CH2:6][CH2:7][NH:8][c:9]2[c:10]([CH3:16])[n:11][n:12]([CH3:15])[c:13]2[CH3:14])[C:3](=[O:4])[c:17]2[cH:18][cH:19][cH:20][cH:21][c:22]21.[C:46](=[O:47])([O-:48])[O-:49].[CH3:52][C:53]#[N:54].[K+:50].[K+:51].[NH2:23][c:24]1[c:25]([CH3:26])[n:27][n:28]([CH3:29])[c:30]1[CH3:31]>>[NH2:5][CH2:6][CH2:7][NH:8][c:9]1[c:10]([CH3:16])[n:11][n:12]([CH3:15])[c:13]1[CH3:14].